From a dataset of the Open Reaction Database (ORD), a public repository of structured organic reaction records. describe an organic reaction: reactants, conditions, products, and yield Starting materials: solid, ClC1=CC(=CC=C1)C(=O)OO (m-chloroperbenzoic acid), C1(=CC=CC=C1)CCC1=CSC2=C1C=CC(=C2CCC)O (3-(2-Phenylethyl)-6-hydroxy-7-propyl-benzothiophene). Solvent: C(Cl)Cl (CH2Cl2). Reaction conditions: time 1.5 hour. Yields the product C1(=CC=CC=C1)CCC1=CS(C2=C1C=CC(=C2CCC)O)=O (3-(2-Phenylethyl)-6-hydroxy-7-propyl-benzothiophene-1-oxide). RXN SMILES: [C:1]1([CH2:7][CH2:8][C:9]2[C:13]3[CH:14]=[CH:15][C:16]([OH:21])=[C:17]([CH2:18][CH2:19][CH3:20])[C:12]=3[S:11][CH:10]=2)[CH:6]=[CH:5][CH:4]=[CH:3][CH:2]=1.ClC1C=CC=C(C(OO)=[O:30])C=1>C(Cl)Cl>[C:1]1([CH2:7][CH2:8][C:9]2[C:13]3[CH:14]=[CH:15][C:16]([OH:21])=[C:17]([CH2:18][CH2:19][CH3:20])[C:12]=3[S:11](=[O:30])[CH:10]=2)[CH:2]=[CH:3][CH:4]=[CH:5][CH:6]=1. Procedure details: The product of Example 63, Step H (2.017 grams) in CH2Cl2 solution (40 mL) was stirred (0° C.) and treated with solid 75% m-chloroperbenzoic acid (1.567 grams) in portions. The reaction was warmed to ambient temperature after 15 minutes and stirred for 1.5 hours. Partition of the reaction between isopropyl acetate and aqueous sodium bicarbonate was followed by washing of the organic with aqueous sodium bicarbonate, then water. Drying over magnesium sulfate, filtration and evaporation afforded a ...